Dataset: the Open Reaction Database (ORD), a public repository of structured organic reaction records. Task: describe an organic reaction: reactants, conditions, products, and yield Starting materials: C(#N)C1=CC2=C(N(C=N2)C=2C=C3C(=CNC3=CC2)C2CCN(CC2)C(=O)OC(C)(C)C)C=C1 (5-Cyano-1-[3-(N-t-butoxycarbonylpiperid-4-yl)indol-5-yl]-1H-benzimidazole). Run in C(Cl)Cl (methylene chloride). Yields the product C(#N)C1=CC2=C(N(C=N2)C=2C=C3C(=CNC3=CC2)C2CCNCC2)C=C1 (5-Cyano-1-[3(piperid-4-yl)indol-5-yl]-1H-benzimidazole). The yield is 64.0%. Reaction SMILES: [C:1]([C:3]1[CH:33]=[CH:32][C:6]2[N:7]([C:10]3[CH:11]=[C:12]4[C:16](=[CH:17][CH:18]=3)[NH:15][CH:14]=[C:13]4[CH:19]3[CH2:24][CH2:23][N:22](C(OC(C)(C)C)=O)[CH2:21][CH2:20]3)[CH:8]=[N:9][C:5]=2[CH:4]=1)#[N:2]>C(Cl)Cl>[C:1]([C:3]1[CH:33]=[CH:32][C:6]2[N:7]([C:10]3[CH:11]=[C:12]4[C:16](=[CH:17][CH:18]=3)[NH:15][CH:14]=[C:13]4[CH:19]3[CH2:20][CH2:21][NH:22][CH2:23][CH2:24]3)[CH:8]=[N:9][C:5]=2[CH:4]=1)#[N:2]. Procedure details: 5-Cyano-1-[3-(N-t-butoxycarbonylpiperid-4-yl)indol-5-yl]-1H-benzimidazole was used, and methylene chloride was used as solvent. Filtration afforded the title compound (64%) as a yellow solid: IR (KBr) 2229 cm-1 ; 13C NMR (CD3OD) δ 137.4, 129.6, 126.6, 124.7, 123.6, 120.6, 119.2, 117.9, 117.5, 116.4, 114.8, 112.8, 109.9, 44.6, 31.3, 29.4. Anal. calcd. for C21H19N5.3 HCl.1.25 H2O: C, 53.29; H, 5.22; N, 14.80. Found: C, 53.63; H, 5.34; N, 14.68. Starting materials: BrC1=CC(=C(C=O)C=C1)F (4-bromo-2-fluorobenzaldehyde), ice water, [H-].[Na+] (sodium hydride), [H][H] (hydrogen), SCC(=O)OC (methyl mercaptoacetate). The solvent is CS(=O)C (DMSO), CS(=O)C (DMSO). The product is BrC1=CC2=C(C=C(S2)C(=O)OC)C=C1 (Methyl 6-bromo-1-benzothiophene-2-carboxylate). Reaction SMILES: [H-].[Na+].[SH:3][CH2:4][C:5]([O:7][CH3:8])=[O:6].[H][H].[Br:11][C:12]1[CH:19]=[CH:18][C:15]([CH:16]=O)=[C:14](F)[CH:13]=1>CS(C)=O>[Br:11][C:12]1[CH:19]=[CH:18][C:15]2[CH:16]=[C:4]([C:5]([O:7][CH3:8])=[O:6])[S:3][C:14]=2[CH:13]=1 |f:0.1|. Procedure details: Under an argon atmosphere, 1.93 g (48.3 mmol) of sodium hydride (60% in liquid paraffin) are introduced into 60 ml of absolute DMSO. At room temperature, 3.76 g (35.5 mmol) of methyl mercaptoacetate are slowly added dropwise to the reaction mixture, which is stirred at room temperature until hydrogen evolution ceases (about 15 min). A solution of 6.54 g (32.2 mmol) of 4-bromo-2-fluorobenzaldehyde and 15 ml of absolute DMSO are added at room temperature to the reaction mixture. The latter is stir...